This data is from the Open Reaction Database (ORD), a public repository of structured organic reaction records. The task is: describe an organic reaction: reactants, conditions, products, and yield Starting materials: CC(=O)O[BH-](OC(C)=O)OC(C)=O, ClCCl, Fc1cccc(OC2CNC2)c1, [Na+], N#Cc1ccc2[nH]cc(C3CCC(=O)CC3)c2c1. Yields the product N#Cc1ccc2[nH]cc(C3CCC(N4CC(Oc5cccc(F)c5)C4)CC3)c2c1. Reaction SMILES: [C:31]([O:32][BH-:33]([O:34][C:35](=[O:36])[CH3:37])[O:38][C:39](=[O:40])[CH3:41])(=[O:42])[CH3:43].[Cl:45][CH2:46][Cl:47].[F:1][c:2]1[cH:3][c:4]([O:5][CH:6]2[CH2:7][NH:8][CH2:9]2)[cH:10][cH:11][cH:12]1.[Na+:44].[O:13]=[C:14]1[CH2:15][CH2:16][CH:17]([c:20]2[cH:21][nH:22][c:23]3[cH:24][cH:25][c:26]([C:29]#[N:30])[cH:27][c:28]23)[CH2:18][CH2:19]1>>[F:1][c:2]1[cH:3][c:4]([O:5][CH:6]2[CH2:7][N:8]([CH:14]3[CH2:15][CH2:16][CH:17]([c:20]4[cH:21][nH:22][c:23]5[cH:24][cH:25][c:26]([C:29]#[N:30])[cH:27][c:28]45)[CH2:18][CH2:19]3)[CH2:9]2)[cH:10][cH:11][cH:12]1. The reactants are O (Water), FC1=CC=C(C=C1)CC(=O)NC1CCNCC1 (2-(4-fluorophenyl)-N-(4-piperidinyl)acetamide), BrC1=CC=C(C=C1)CBr (1-bromo-4-(bromomethyl)benzene), C([O-])([O-])=O.[K+].[K+] (potassium carbonate). Solvent: CN(C=O)C (dimethylformamide). Product: BrC1=CC=C(CN2CCC(CC2)NC(CC2=CC=C(C=C2)F)=O)C=C1 (N-[1-(4-bromobenzyl)-4-piperidinyl]-2-(4-fluorophenyl)acetamide). As a reaction SMILES: [F:1][C:2]1[CH:7]=[CH:6][C:5]([CH2:8][C:9]([NH:11][CH:12]2[CH2:17][CH2:16][NH:15][CH2:14][CH2:13]2)=[O:10])=[CH:4][CH:3]=1.[Br:18][C:19]1[CH:24]=[CH:23][C:22]([CH2:25]Br)=[CH:21][CH:20]=1.C(=O)([O-])[O-].[K+].[K+].O>CN(C)C=O>[Br:18][C:19]1[CH:24]=[CH:23][C:22]([CH2:25][N:15]2[CH2:16][CH2:17][CH:12]([NH:11][C:9](=[O:10])[CH2:8][C:5]3[CH:6]=[CH:7][C:2]([F:1])=[CH:3][CH:4]=3)[CH2:13][CH2:14]2)=[CH:21][CH:20]=1 |f:2.3.4|. Procedure details: 2-(4-Fluorophenyl)-N-(4-piperidinyl)acetamide (WO97/36871; 1.00 g), 1-bromo-4-(bromomethyl)benzene (1.06 g) and potassium carbonate (0.877 g) in dimethylformamide (15 ml) were heated to 70° C., under nitrogen for 1 hour. Water was added to the reaction, with the resulting solution being extracted three times with dichloromethane. The pooled organic phases were washed once with water, once with brine, dried over magnesium sulfate, filtered and the solvent removed under reduced pressure to leave a... The reactants are CCOc1ccc(-c2nc(-c3cccc(C4CO4)n3)cs2)cc1OCC, CS(C)=O, [K+], [OH-], O. Product: CCOc1ccc(-c2nc(-c3cccc(C(O)CO)n3)cs2)cc1OCC. As a reaction SMILES: [CH2:3]([CH3:4])[O:5][c:6]1[cH:7][c:8](-[c:15]2[s:16][cH:17][c:18](-[c:20]3[n:21][c:22]([CH:26]4[O:27][CH2:28]4)[cH:23][cH:24][cH:25]3)[n:19]2)[cH:9][cH:10][c:11]1[O:12][CH2:13][CH3:14].[CH3:30][S:31](=[O:32])[CH3:33].[K+:2].[OH-:1].[OH2:29]>>[OH:1][CH:26]([c:22]1[n:21][c:20](-[c:18]2[cH:17][s:16][c:15](-[c:8]3[cH:7][c:6]([O:5][CH2:3][CH3:4])[c:11]([O:12][CH2:13][CH3:14])[cH:10][cH:9]3)[n:19]2)[cH:25][cH:24][cH:23]1)[CH2:28][OH:27]. Solvent: C(Cl)Cl (DCM), CN(C)C=O (DMF). Reaction SMILES: [CH2:1](Br)[CH2:2][CH2:3][CH2:4][CH2:5][CH2:6][CH2:7][CH2:8][CH2:9][CH2:10][CH2:11][CH3:12].[Na+].[I-].[H-].[Na+].[CH3:18][O:19][C:20]([C:22]1[CH:31]=[CH:30][C:29]2[C:24](=[C:25]([OH:32])[CH:26]=[CH:27][CH:28]=2)[N:23]=1)=[O:21]>CN(C=O)C.C(Cl)Cl>[CH3:18][O:19][C:20]([C:22]1[CH:31]=[CH:30][C:29]2[C:24](=[C:25]([O:32][CH2:1][CH2:2][CH2:3][CH2:4][CH2:5][CH2:6][CH2:7][CH2:8][CH2:9][CH2:10][CH2:11][CH3:12])[CH:26]=[CH:27][CH:28]=2)[N:23]=1)=[O:21] |f:1.2,3.4|. Run at time 8 hour. Yields the product desired intermediate, COC(=O)C1=NC2=C(C=CC=C2C=C1)OCCCCCCCCCCCC (8-dodecyloxy-quinoline-2-carboxylic acid methyl ester). The reactants are C(CCCCCCCCCCC)Br (dodecyl bromide), [Na+].[I-] (NaI), [H-].[Na+] (NaH), COC(=O)C1=NC2=C(C=CC=C2C=C1)O (8-hydroxyl-quinoline-2-carboxylic acid methyl ester). Reported procedure: In a first step, dodecyl bromide (767 μL, 3.2 mmol), NaI (478 mg, 3.2 mmol) and NaH (76 mg, 3.2 mmol) were added to a solution of 8-hydroxyl-quinoline-2-carboxylic acid methyl ester (2.11 mmol) stirring in DMF (dry, 10 mL), and the red reaction was allowed to stir overnight. The crude material resulting from removal of solvents by rotary evaporation was taken into DCM, washed with water, dried over Na2SO4, and filtered. The resulting solution was evaporated to dryness and the desired intermediat... Yield: 14.0%. Reactants: ClC1=CC=CC=C1 (chlorobenzene), [Cl-].[Al+3].[Cl-].[Cl-] (aluminum chloride), C1(=CC=C(C=C1)S(=O)(=O)Cl)C (p-toluenesulfonyl chloride). The solvent is O (water). Run at temperature 55 celsius, time 3 hour. Product: CC1=CC=C(C=C1)S(=O)(=O)C2=CC=C(C=C2)Cl (4-methyl-4'-chlorodiphenylsulfone). RXN SMILES: [Cl:1][C:2]1[CH:7]=[CH:6][CH:5]=[CH:4][CH:3]=1.[Cl-].[Al+3].[Cl-].[Cl-].[C:12]1([CH3:22])[CH:17]=[CH:16][C:15]([S:18](Cl)(=[O:20])=[O:19])=[CH:14][CH:13]=1>O>[CH3:22][C:12]1[CH:17]=[CH:16][C:15]([S:18]([C:5]2[CH:6]=[CH:7][C:2]([Cl:1])=[CH:3][CH:4]=2)(=[O:20])=[O:19])=[CH:14][CH:13]=1 |f:1.2.3.4|. Procedure details: To 150 ml of chlorobenzene, 100.1 g (0.75 mol) of aluminum chloride was added, and further 143 g (0.75 mol) of p-toluenesulfonyl chloride was added dropwise over 1 hour. After stirred for 3 hours at 55° C., the reaction mixture was poured into 1.5 liter of water, and then the obtained crystal was filtered off and washed with n-hexane to obtain 140 g of the intended 4-methyl-4'-chlorodiphenylsulfone. NMR (heavy chloroform): δ7.9-7.8 (m, 4H), 7.5 (m, 2H), 7.3 (d, 2H), 2.4 (s, 3H). Starting materials: C(C)C=1C(=NC=CN1)C(C)=O (1-(3-Ethyl-pyrazin-2-yl)-ethanone), BrBr (bromine). Solvent: Br (HBr), CO (methanol). Reaction conditions: temperature 60 celsius. Product: Br.Br.BrCC(=O)C1=NC=CN=C1CC (2-Bromo-1-(3-ethyl-pyrazin-2-yl)-ethanone dihydrobromide). Yield: 122.8%. Reaction SMILES: [CH2:1]([C:3]1[C:4]([C:9](=[O:11])[CH3:10])=[N:5][CH:6]=[CH:7][N:8]=1)[CH3:2].[Br:12]Br>Br.CO>[BrH:12].[BrH:12].[Br:12][CH2:10][C:9]([C:4]1[C:3]([CH2:1][CH3:2])=[N:8][CH:7]=[CH:6][N:5]=1)=[O:11] |f:4.5.6|. Reported procedure: To a solution of 6 g (40 mmol) 1-(3-Ethyl-pyrazin-2-yl)-ethanone in 21 ml HBr (33%) and 7 ml methanol was added 2 ml (40 mmol) bromine and the mixture was heated to 60° C. for 3 h. After removal of the volatiles under reduced pressure the residue was washed with diethyl ether and ethyl acetate. 6.4 g (41%) of the title compound was obtained as grey solid.